This data is from the Open Reaction Database (ORD), a public repository of structured organic reaction records. The task is: describe an organic reaction: reactants, conditions, products, and yield The reactants are C1(=CC=CC=C1)C=1C(NC=CN1)=O (3-phenylpyrazin-2(1H)one), P(=O)(Cl)(Cl)Cl (phosphorous oxychloride). The product is ClC1=NC=CN=C1C1=CC=CC=C1 (2-Chloro-3-phenylpyrazine). Reaction SMILES: [C:1]1([C:7]2[C:8](=O)[NH:9][CH:10]=[CH:11][N:12]=2)[CH:6]=[CH:5][CH:4]=[CH:3][CH:2]=1.P(Cl)(Cl)([Cl:16])=O>>[Cl:16][C:8]1[C:7]([C:1]2[CH:6]=[CH:5][CH:4]=[CH:3][CH:2]=2)=[N:12][CH:11]=[CH:10][N:9]=1. Procedure details: A 0.01 mol. sample of 3-phenylpyrazin-2(1H)one is mixed with 9.0 ml. of phosphorous oxychloride (POCl3) and refluxed for 5-6 hr. The excess phosphorous oxychloride is removed by distillation at reduced pressure and 25 ml. of methylene chloride added to the residue. The resultant solution is stirred with a few milliliters of ice water, dried, evaporated and the residue recrystallized to yield the title compound. Isolated yield 76.9%. Product: FC(C=1C=C(C(C(=O)O)=CC1)S)(F)F (4-Trifluoromethylthiosalicylic acid). Starting materials: C([S-])(OCC)=S.[K+] (potassium O-ethyl dithiocarbonate), Cl (hydrochloric acid), NC1=C(C(=O)O)C=CC(=C1)C(F)(F)F (2-amino-4-trifluoromethylbenzoic acid), [OH-].[Na+] (sodium hydroxide), N(=O)[O-].[Na+] (sodium nitrite), Cl (hydrochloric acid), ice, C(C)(=O)[O-].[K+] (potassium acetate). RXN SMILES: N[C:2]1[CH:10]=[C:9]([C:11]([F:14])([F:13])[F:12])[CH:8]=[CH:7][C:3]=1[C:4]([OH:6])=[O:5].[OH-].[Na+].N([O-])=O.[Na+].Cl.C([O-])(=O)C.[K+].C(=S)(OCC)[S-:28].[K+]>O>[F:12][C:11]([F:14])([F:13])[C:9]1[CH:10]=[C:2]([SH:28])[C:3](=[CH:7][CH:8]=1)[C:4]([OH:6])=[O:5] |f:1.2,3.4,6.7,8.9|. Conditions: time 30 minute. Solvent: O (water), O (water). Procedure details: A mixture of 2-amino-4-trifluoromethylbenzoic acid (5.0 g, 24 mmol), sodium hydroxide (1.0 g, 25 mmol), sodium nitrite (1.7 g, 24 mmol) and water (40 ml) was added dropwise to a mixture of concentrated hydrochloric acid (10 ml) and ice (10 g) while the reaction temperature had been kept at 0 to 5° C. The reaction mixture was stirred at the same temperature for 30 minutes, neutralized with potassium acetate and added to a solution of potassium O-ethyl dithiocarbonate (11.7 g, 73 mmol) in water (4...